This data is from the Open Reaction Database (ORD), a public repository of structured organic reaction records. The task is: describe an organic reaction: reactants, conditions, products, and yield The reactants are 21, Cl.Cl.CC=1C=C(C=CC1)NC1CCN(CC1)CC1=CC=CC=C1 (N-(3-methylphenyl)-1-(phenylmethyl)-4-piperidinamine dihydrochloride), O(C[*:2])[*:1] (poly(oxymethylene)), C(C)(=O)[O-].[K+] (potassium acetate), S1C=CC=C1 (thiophene), [H][H] (hydrogen). The reagents and catalysts are [Pd] (palladium-on-charcoal). The solvent is CO (methanol), CO (methanol). Product: O.Cl.Cl.CN(C1CCN(CC1)CC1=CC=CC=C1)C1=CC(=CC=C1)C.CN(C1CCN(CC1)CC1=CC=CC=C1)C1=CC(=CC=C1)C.Cl.Cl (N-methyl-N-(3-methylphenyl)-1-(phenylmethyl)-4-piperidinamine dihydrochloride hemihydrate). The yield is 75.0%. RXN SMILES: [ClH:1].Cl.[CH3:3][C:4]1[CH:5]=[C:6]([NH:10][CH:11]2[CH2:16][CH2:15][N:14]([CH2:17][C:18]3[CH:23]=[CH:22][CH:21]=[CH:20][CH:19]=3)[CH2:13][CH2:12]2)[CH:7]=[CH:8][CH:9]=1.[C:24]([O-])(=[O:26])C.[K+].S1C=CC=[CH:30]1.[H][H]>CO.[Pd]>[OH2:26].[ClH:1].[ClH:1].[CH3:24][N:10]([C:6]1[CH:7]=[CH:8][CH:9]=[C:4]([CH3:3])[CH:5]=1)[CH:11]1[CH2:12][CH2:13][N:14]([CH2:17][C:18]2[CH:23]=[CH:22][CH:21]=[CH:20][CH:19]=2)[CH2:15][CH2:16]1.[CH3:30][N:10]([C:6]1[CH:7]=[CH:8][CH:9]=[C:4]([CH3:3])[CH:5]=1)[CH:11]1[CH2:12][CH2:13][N:14]([CH2:17][C:18]2[CH:23]=[CH:22][CH:21]=[CH:20][CH:19]=2)[CH2:15][CH2:16]1.[ClH:1].[ClH:1] |f:0.1.2,3.4,9.10.11.12.13.14.15|. Procedure details: A mixture of 21 parts of N-(3-methylphenyl)-1-(phenylmethyl)-4-piperidinamine dihydrochloride, 9 parts of poly(oxymethylene), 15 parts of potassium acetate, 2 parts of a solution of thiophene in methanol 4% and 200 parts of methanol was hydrogenated at normal pressure and at room temperature with 4 parts of palladium-on-charcoal catalyst 10%. After the calculated amount of hydrogen was taken up, the catalyst was filtered off over Hyflo and the filtrate was evaporated. From the residue, the free ... Reagents/catalysts: PCy3. Reaction conditions: temperature 80 celsius, time 20 minute. Starting materials: CC(C)COc2ccc1ccccc1c2 (substrate), C[Mg]Br (effective_coupling_partner). Product: Cc2ccc1ccccc1c2. Starting materials: N (ammonia), O.ON1N=NC2=C1C=CC=C2 (1-hydroxybenzotriazole hydrate), 1-(3-dimethylaminopropyl)-3-ethylcarboxiimide hydrochloride, C(=O)(O)C1=CC=CC=2C=C(CCOC21)C(=O)OCC (ethyl 9-carboxy-2,3-dihydro-1-benzoxepin-4-carboxylate). The solvent is O1CCCC1 (tetrahydrofuran). Reaction conditions: time 7 hour. Yields the product C(N)(=O)C1=CC=CC=2C=C(CCOC21)C(=O)OCC (ethyl 2,3-dihydro-9-carbamoyl-1-benzoxepin-4-carboxylate). Isolated yield 31.9%. As a reaction SMILES: [C:1]([C:4]1[C:14]2[O:13][CH2:12][CH2:11][C:10]([C:15]([O:17][CH2:18][CH3:19])=[O:16])=[CH:9][C:8]=2[CH:7]=[CH:6][CH:5]=1)(O)=[O:2].O.O[N:22]1C2C=CC=CC=2N=N1.N>O1CCCC1>[C:1]([C:4]1[C:14]2[O:13][CH2:12][CH2:11][C:10]([C:15]([O:17][CH2:18][CH3:19])=[O:16])=[CH:9][C:8]=2[CH:7]=[CH:6][CH:5]=1)(=[O:2])[NH2:22] |f:1.2|. Procedure: A solution of ethyl 9-carboxy-2,3-dihydro-1-benzoxepin-4-carboxylate (1.0 g) in tetrahydrofuran (10 ml) was cooled in an ice bath. To this solution was added 1-hydroxybenzotriazole hydrate (0.57 g) and 1-(3-dimethylaminopropyl)-3-ethylcarboxiimide hydrochloride (0.80 g). Thereto aqueous ammonia (0.28 ml) was added dropwise at 5° C. The reaction mixture was stirred for 7 hours at ambient temperature and partitioned between ethyl acetate and 1N hydrochloric acid. The aqueous layer was extracted tw... Starting materials: CN1N=NN=C1C(C1=CC=CC=C1)=NOCC1=CC=CC(=N1)N (6-[({[(1-methyl-1H-tetrazol-5-yl)(phenyl)methylene]amino}oxy)methyl]pyridin-2-amine), N1=CC=CC=C1 (pyridine), O1C(CC2=C1C=CC=C2)C(=O)Cl (2,3-dihydro-1-benzofuran-2-carbonyl chloride). Solvent: ClCCl (dichloromethane). Run at time 8 hour. Product: CN1N=NN=C1C(C1=CC=CC=C1)=NOCC1=CC=CC(=N1)NC(=O)C1OC2=C(C1)C=CC=C2 (N-{6-[({[(1-methyl-1H-tetrazol-5-yl)(phenyl)methylene]amino}oxy)methyl]pyridin-2-yl}-2,3-dihydro-1-benzofuran-2-carboxamide), P(HCOOH). Isolated yield 96.0%. As a reaction SMILES: [CH3:1][N:2]1[C:6]([C:7](=[N:14][O:15][CH2:16][C:17]2[N:22]=[C:21]([NH2:23])[CH:20]=[CH:19][CH:18]=2)[C:8]2[CH:13]=[CH:12][CH:11]=[CH:10][CH:9]=2)=[N:5][N:4]=[N:3]1.N1C=CC=CC=1.[O:30]1[C:34]2[CH:35]=[CH:36][CH:37]=[CH:38][C:33]=2[CH2:32][CH:31]1[C:39](Cl)=[O:40]>ClCCl>[CH3:1][N:2]1[C:6]([C:7](=[N:14][O:15][CH2:16][C:17]2[N:22]=[C:21]([NH:23][C:39]([CH:31]3[CH2:32][C:33]4[CH:38]=[CH:37][CH:36]=[CH:35][C:34]=4[O:30]3)=[O:40])[CH:20]=[CH:19][CH:18]=2)[C:8]2[CH:9]=[CH:10][CH:11]=[CH:12][CH:13]=2)=[N:5][N:4]=[N:3]1. Procedure details: To a stirred solution of 6-[({[(1-methyl-1H-tetrazol-5-yl)(phenyl)methylene]amino}oxy)methyl]pyridin-2-amine (100 mg, 0.32 mmol) in dry dichloromethane (4 mL) under argon was added pyridine (39 μL, 0.48 mmol) at room temperature, followed after fifteen minutes by 2,3-dihydro-1-benzofuran-2-carbonyl chloride (88 mg, 0.48 mmol). The reaction mixture was stirred overnight at room temperature and quenched by filtration on bi-layer cartridge filled with 1.4 g of basic alumina and 1 g of silica. The c... The reactants are COC(=O)c1ccc(B2OC(C)(C)C(C)(C)O2)c(C)c1, CC1(C)C2CC=C(OS(=O)(=O)C(F)(F)F)C1C2. The product is COC(=O)c1ccc(C2=CCC3CC2C3(C)C)c(C)c1. As a reaction SMILES: [CH3:1][O:2][C:3]([c:4]1[cH:5][c:6]([CH3:19])[c:7]([B:10]2[O:11][C:12]([CH3:13])([CH3:14])[C:15]([CH3:16])([CH3:17])[O:18]2)[cH:8][cH:9]1)=[O:20].[F:21][C:22]([F:23])([F:24])[S:25]([O:26][C:27]1=[CH:32][CH2:31][CH:30]2[C:29]([CH3:34])([CH3:35])[CH:28]1[CH2:33]2)(=[O:36])=[O:37]>>[CH3:1][O:2][C:3]([c:4]1[cH:5][c:6]([CH3:19])[c:7]([C:27]2=[CH:32][CH2:31][CH:30]3[C:29]([CH3:34])([CH3:35])[CH:28]2[CH2:33]3)[cH:8][cH:9]1)=[O:20]. Reactants: CN (Methylamine), ClCC=1NC2=C(N1)C=CC=C2 (2-chloromethylbenzimidazole). Run in CCOCC (Et2O), CCOCC (Et2O), CCO (EtOH). Run at time 3 hour. Product: Cl.Cl.CNCC=1NC2=C(N1)C=CC=C2 (2-(Methylaminomethyl)benzimidazole dihydrochloride). The yield is 26.7%. Reaction SMILES: [CH3:1][NH2:2].[Cl:3][CH2:4][C:5]1[NH:6][C:7]2[CH:13]=[CH:12][CH:11]=[CH:10][C:8]=2[N:9]=1>CCOCC.CCO>[ClH:3].[ClH:3].[CH3:1][NH:2][CH2:4][C:5]1[NH:6][C:7]2[CH:13]=[CH:12][CH:11]=[CH:10][C:8]=2[N:9]=1 |f:4.5.6|. Procedure details: Methylamine (5.0 g, 0.16 mole) was dissolved in a solution of Et2O (100 mL) and EtOH (5 mL) at 0° C., and 2-chloromethylbenzimidazole (13.4 g, 0.08 mole) was added in small portions. The reaction mixture was stirred at RT for 3 h, then was allowed to stand at RT overnight. More Et2O (200 mL) was added, and the reaction was cooled in an ice bath for 3 h before filtering off the precipitate. The filtrate was saturated with HCl and filtered, and the filtrate was concentrated. Silica gel chromatogra... Reactants: CS(=O)(=O)OCC1=CC2=C(C=N1)N=CN2C=2SC(=C(C2)O[C@H](C)C2=C(C=CC=C2)C(F)(F)F)C(N)=O ([1-(5-carbamoyl-4-{(1R)-1-[2-(trifluoromethyl)phenyl]ethoxy}-2-thienyl)-1H-imidazo[4,5-c]pyridin-6-yl]methyl methanesulfonate), C(C(C)C)N1CCNCC1 (1-isobutylpiperazine). The solvent is ClCCl (dichloromethane). Product: C(C(C)C)N1CCN(CC1)CC1=CC2=C(C=N1)N=CN2C2=CC(=C(S2)C(=O)N)O[C@H](C)C2=C(C=CC=C2)C(F)(F)F (5-{6-[(4-isobutylpiperazin-1-yl)methyl]-1H-imidazo[4,5-c]pyridin-1-yl}-3-{(1R)-1-[2-(trifluoromethyl)phenyl]ethoxy}thiophene-2-carboxamide). RXN SMILES: CS(O[CH2:6][C:7]1[N:12]=[CH:11][C:10]2[N:13]=[CH:14][N:15]([C:16]3[S:17][C:18]([C:34](=[O:36])[NH2:35])=[C:19]([O:21][C@@H:22]([C:24]4[CH:29]=[CH:28][CH:27]=[CH:26][C:25]=4[C:30]([F:33])([F:32])[F:31])[CH3:23])[CH:20]=3)[C:9]=2[CH:8]=1)(=O)=O.[CH2:37]([N:41]1[CH2:46][CH2:45][NH:44][CH2:43][CH2:42]1)[CH:38]([CH3:40])[CH3:39]>ClCCl>[CH2:37]([N:41]1[CH2:46][CH2:45][N:44]([CH2:6][C:7]2[N:12]=[CH:11][C:10]3[N:13]=[CH:14][N:15]([C:16]4[S:17][C:18]([C:34]([NH2:35])=[O:36])=[C:19]([O:21][C@@H:22]([C:24]5[CH:29]=[CH:28][CH:27]=[CH:26][C:25]=5[C:30]([F:33])([F:31])[F:32])[CH3:23])[CH:20]=4)[C:9]=3[CH:8]=2)[CH2:43][CH2:42]1)[CH:38]([CH3:40])[CH3:39]. Procedure details: In a similar manner as described for example 58, 108 mg of [1-(5-carbamoyl-4-{(1R)-1-[2-(trifluoromethyl)phenyl]ethoxy}-2-thienyl)-1H-imidazo[4,5-c]pyridin-6-yl]methyl methanesulfonate and 142.2 mg of 1-isobutylpiperazine in 2.5 ml dichloromethane give the title compound.